From a dataset of the Open Reaction Database (ORD), a public repository of structured organic reaction records. describe an organic reaction: reactants, conditions, products, and yield The reactants are [Si](C)(C)(C(C)(C)C)OC(C(/C(/C(=O)OCC1=CC=CC=C1)=C/N(C)C)=O)C(C)C (benzyl (2Z)-4-{[tert-butyl(dimethyl)silyl]oxy}-2-[(dimethylamino)methylene]-5-methyl-3-oxohexanoate), NN (hydrazine). Run in C(C)O (ethanol). Conditions: time 30 minute. Yields the product [Si](C)(C)(C(C)(C)C)OC(C(C)C)C1=NNC=C1C(=O)OCC1=CC=CC=C1 (Benzyl 3-(1-{[tert-butyl(dimethyl)silyl]oxy}-2-methylpropyl)-1H-pyrazole-4-carboxylate). Reaction SMILES: [Si:1]([O:8][CH:9]([CH:27]([CH3:29])[CH3:28])[C:10](=O)/[C:11](=[CH:22]/[N:23](C)C)/[C:12]([O:14][CH2:15][C:16]1[CH:21]=[CH:20][CH:19]=[CH:18][CH:17]=1)=[O:13])([C:4]([CH3:7])([CH3:6])[CH3:5])([CH3:3])[CH3:2].[NH2:30]N>C(O)C>[Si:1]([O:8][CH:9]([C:10]1[C:11]([C:12]([O:14][CH2:15][C:16]2[CH:21]=[CH:20][CH:19]=[CH:18][CH:17]=2)=[O:13])=[CH:22][NH:23][N:30]=1)[CH:27]([CH3:29])[CH3:28])([C:4]([CH3:7])([CH3:6])[CH3:5])([CH3:3])[CH3:2]. Reported procedure: To a solution of benzyl (2Z)-4-{[tert-butyl(dimethyl)silyl]oxy}-2-[(dimethylamino)methylene]-5-methyl-3-oxohexanoate (0.13 g, 0.31 mmol) in ethanol (3.1 mL) was added hydrazine (0.28 mL, 3.1 mmol). The mixture was stirred at ambient temperature. After 30 min, the mixture was concentrated to dryness and taken into the next reaction. MS 389.1 (M+1).